This data is from the Open Reaction Database (ORD), a public repository of structured organic reaction records. The task is: describe an organic reaction: reactants, conditions, products, and yield The reactants are C(C)(=O)C(C(=O)OC)CC=C(CCC=C(COCOC)C)C (methyl 2-acetyl-5,9-dimethyl-10-(methoxymethyl)oxy-4,8-decadienate), [Cl-].[Na+] (sodium chloride), O (water), O (water). Run in CS(=O)C (methylsulfoxide). Reaction conditions: temperature 150 celsius, time 5 hour. The product is CC(=CCCC(C)=O)CCC=C(COCOC)C (6,10-dimethyl-11-(methoxymethyl)oxy- 5,9-undecadien-2-one). Yield: 102.7%. Reaction SMILES: [C:1]([CH:4]([CH2:9][CH:10]=[C:11]([CH3:22])[CH2:12][CH2:13][CH:14]=[C:15]([CH3:21])[CH2:16][O:17][CH2:18][O:19][CH3:20])C(OC)=O)(=[O:3])[CH3:2].[Cl-].[Na+].O>CS(C)=O>[CH3:22][C:11]([CH2:12][CH2:13][CH:14]=[C:15]([CH3:21])[CH2:16][O:17][CH2:18][O:19][CH3:20])=[CH:10][CH2:9][CH2:4][C:1](=[O:3])[CH3:2] |f:1.2|. Procedure details: To a solution of methyl 2-acetyl-5,9-dimethyl-10-(methoxymethyl)oxy-4,8-decadienate (420 mg, 1.37 mmol) in methylsulfoxide (4 ml) were added sodium chloride (160 mg, 2.74 mmol) and water (0.1 ml), and the mixture was stirred at 150° C. After five hours, the reaction mixture was allowed to cool to room temperature, and water (10 ml) was added thereto. The product was extracted with ether (20 m1×2). The extract was dried over Na2SO4, and concentrated to give a residue, which was then purified with... The reactants are [Br-], O=Cc1ccc(Br)c([N+](=O)[O-])c1, N#Cc1ccccc1OB(O)O, CCCC[N+](CCCC)(CCCC)CCCC, Cc1ccccc1, ClCCl, [Na+], [Na+], O=C([O-])[O-]. Product: N#Cc1ccccc1-c1ccc(C=O)cc1[N+](=O)[O-]. As a reaction SMILES: [Br-:34].[Br:1][c:2]1[c:3]([N+:10](=[O:11])[O-:12])[cH:4][c:5]([CH:6]=[O:7])[cH:8][cH:9]1.[C:13](#[N:14])[c:15]1[c:16]([O:21][B:22]([OH:23])[OH:24])[cH:17][cH:18][cH:19][cH:20]1.[CH3:35][CH2:36][CH2:37][CH2:38][N+:39]([CH2:40][CH2:41][CH2:42][CH3:43])([CH2:44][CH2:45][CH2:46][CH3:47])[CH2:48][CH2:49][CH2:50][CH3:51].[CH3:52][c:53]1[cH:54][cH:55][cH:56][cH:57][cH:58]1.[Cl:25][CH2:26][Cl:27].[Na+:28].[Na+:29].[O-:30][C:31](=[O:32])[O-:33]>>[c:2]1(-[c:16]2[c:15]([C:13]#[N:14])[cH:20][cH:19][cH:18][cH:17]2)[c:3]([N+:10](=[O:11])[O-:12])[cH:4][c:5]([CH:6]=[O:7])[cH:8][cH:9]1.